Dataset: the Open Reaction Database (ORD), a public repository of structured organic reaction records. Task: describe an organic reaction: reactants, conditions, products, and yield The reactants are CCN=C=NCCCN(C)C (EDCI), C=1C=CC2=C(C1)N=NN2O (HOBT), CN(C)C=O (DMF). Yields the product C(C)(C)OC(C)C (diisopropyl ether), N1=C(NC=2C=NC=CC21)C2=CC=CC=1C(C3=CC=CC=C3C21)[NH-] ([4-(3H-imidazo[4,5-c]pyridin-2-yl)-9H-fluoren-9-yl]amide). As a reaction SMILES: C[CH2:2][N:3]=[C:4]=[N:5][CH2:6][CH2:7][CH2:8][N:9]([CH3:11])C.[CH:12]1[CH:13]=[CH:14][C:15]2N(O)N=N[C:16]=2[CH:17]=1.C[N:23]([CH:25]=[O:26])C>>[CH:17]([O:26][CH:7]([CH3:6])[CH3:8])([CH3:16])[CH3:12].[N:5]1[C:6]2[CH:7]=[CH:8][N:9]=[CH:11][C:2]=2[NH:3][C:4]=1[C:17]1[C:16]2[C:13]3[C:12](=[CH:17][CH:16]=[CH:15][CH:14]=3)[CH:25]([NH-:23])[C:15]=2[CH:14]=[CH:13][CH:12]=1. Procedure: Carry out the procedure as in Example 14, starting from 200 mg of 4-(3H-imidazo[4,5-c]pyridin-2-yl)-fluorene-9(R,S)-amine, obtained in Example 6, and 138 mg of 2-methyl-quinoline-5-carboxylic acid, which can be obtained according to J. Med. Chem. 2002, 4647, in the presence of 128.4 mg of EDCI and 90.5 mg of HOBT in 5.5 ml of DMF for 20 hours. After purification by washing successively with a saturated aqueous solution of sodium hydrogen carbonate then with water and diisopropyl ether, we obtain... The reactants are BrC1=C(C2=C(OCCO2)C=C1)C (6-bromo-5-methyl-1,4-benzodioxane), C(CCC)[Li] (n-butyl lithium), CCCCCC (n-hexane), C(=O)=O (dry ice), C(=O)=O (dry ice). Run in O1CCCC1 (tetrahydrofuran), O (Water). Conditions: temperature -78 celsius, time 1.5 hour. The product is CC1=C(C=CC=2OCCOC21)C(=O)O (5-methyl-1,4-benzodioxan-6-carboxylic acid). Isolated yield 77.0%. RXN SMILES: Br[C:2]1[CH:11]=[CH:10][C:5]2[O:6][CH2:7][CH2:8][O:9][C:4]=2[C:3]=1[CH3:12].C([Li])CCC.CCCCCC.[C:24](=[O:26])=[O:25]>O1CCCC1.O>[CH3:12][C:3]1[C:4]2[O:9][CH2:8][CH2:7][O:6][C:5]=2[CH:10]=[CH:11][C:2]=1[C:24]([OH:26])=[O:25]. Reported procedure: In 300 ml of dry tetrahydrofuran, was dissolved 32.0 g of 6-bromo-5-methyl-1,4-benzodioxane and after cooling the solution to -78° C., 96.7 ml of n-butyl lithium (n-hexane solution)was added dropwise over 20 minutes or more. After stirring at the same temperature for 1.5 hours, the reaction mixture was poured onto crushed dry ice and dry ice was sublimated while stirring. Water was added to the -mixture and the tetrahydrofuran was removed under reduced pressure. The resulting alkaline aqueous so... The reactants are [BH4-].[Na+] (sodium borohydride), C(C)(C)(C)C=1C=C(C(=C(C=O)C1)OC)[N+](=O)[O-] (5-tert-butyl-2-methoxy-3-nitrobenzaldehyde), [Cl-].[NH4+] (ammonium chloride). Run in CO (methanol). Run at time 15 minute. Yields the product C(C)(C)(C)C=1C=C(C(=C(C1)CO)OC)[N+](=O)[O-] ((5-tert-butyl-2-methoxy-3-nitrophenyl)methanol). Isolated yield 96.7%. Reaction SMILES: [C:1]([C:5]1[CH:6]=[C:7]([N+:15]([O-:17])=[O:16])[C:8]([O:13][CH3:14])=[C:9]([CH:12]=1)[CH:10]=[O:11])([CH3:4])([CH3:3])[CH3:2].[BH4-].[Na+].[Cl-].[NH4+]>CO>[C:1]([C:5]1[CH:6]=[C:7]([N+:15]([O-:17])=[O:16])[C:8]([O:13][CH3:14])=[C:9]([CH2:10][OH:11])[CH:12]=1)([CH3:4])([CH3:2])[CH3:3] |f:1.2,3.4|. Procedure details: A solution of 5-tert-butyl-2-methoxy-3-nitrobenzaldehyde (0.500 g, 2.10 mmol) in methanol (10.5 mL) was cooled to 0° C., and sodium borohydride (0.088 g, 2.31 mmol) was added thereto, followed by stirring the mixture for 15 minutes. Saturated aqueous ammonium chloride solution was added to the reaction solution and the mixture was stirred at room temperature for 10 minutes. The aqueous layer was extracted with ethyl acetate, and the organic layer was washed with saturated brine. The organic laye... The reactants are C(CCC\C=C/CC=CCC=CCC=CCCCCC)(=O)N[C@@H](CC1=CC=C(C=C1)OP(=O)(O)O)C(=O)O (N-(cis-5,8,11,14-eicosatetraenoyl)-O-phospho-L-tyrosine), C(CCC\C=C/CC=CCC=CCC=CCC=CCC)(=O)O (cis-5,8,11,14,17-eicosapentaenoic acid). Product: C(CCC\C=C/CC=CCC=CCC=CCC=CCC)(=O)N[C@@H](CC1=CC=C(C=C1)OP(=O)(O)O)C(=O)O (N-(cis-5,8,11,14,17-eicosapentaenoyl)-O-phospho-L-tyrosine). Reaction SMILES: [C:1]([NH:22][C@H:23]([C:36]([OH:38])=[O:37])[CH2:24][C:25]1[CH:30]=[CH:29][C:28]([O:31][P:32]([OH:35])([OH:34])=[O:33])=[CH:27][CH:26]=1)(=[O:21])[CH2:2][CH2:3][CH2:4]/[CH:5]=[CH:6]\[CH2:7][CH:8]=[CH:9][CH2:10][CH:11]=[CH:12][CH2:13][CH:14]=[CH:15][CH2:16][CH2:17][CH2:18][CH2:19][CH3:20].C(O)(=O)CCC/C=C\CC=CCC=CCC=CCC=CCC>>[C:1]([NH:22][C@H:23]([C:36]([OH:38])=[O:37])[CH2:24][C:25]1[CH:30]=[CH:29][C:28]([O:31][P:32]([OH:35])([OH:34])=[O:33])=[CH:27][CH:26]=1)(=[O:21])[CH2:2][CH2:3][CH2:4]/[CH:5]=[CH:6]\[CH2:7][CH:8]=[CH:9][CH2:10][CH:11]=[CH:12][CH2:13][CH:14]=[CH:15][CH2:16][CH:17]=[CH:18][CH2:19][CH3:20]. Reported procedure: This compound was prepared as described above for (8), using 0.5 mmol (151 mg) of cis-5,8,11,14,17-eicosapentaenoic acid; yield 65 mg, (24%); Rf 0.05-0.10 (system B); 1H-NMR (CD3SOCD3, 200 MHz) δ0.9-1.0 (t, 3H, ω-CH3); 1.5-1.6 (t, 2H, CH2); 2.0-2.2 (m, 6H, CH2CO and 2CH2CH═CH); 2.7-3.0 (m, 10H, 4HC═CH—CH2—CH═CH and CH2Ar); 4.3-4.4 (m, 1H, NHCHCO); 5.2-5.4 (br s, 10H, 5HC═CH); 7.1 (s, 4H, Ar); 8.2-8.4 (m, 3H, NH and 2POH) The reactants are CCN(C(C)C)C(C)C, ClCCl, CON(C)C(=O)CN, [Na+], O=C([O-])O, O=C(O)c1ccc2ccccc2c1. The product is CON(C)C(=O)CNC(=O)c1ccc2ccccc2c1. Reaction SMILES: [CH:22]([N:23]([CH2:24][CH3:25])[CH:26]([CH3:27])[CH3:28])([CH3:29])[CH3:30].[Cl:36][CH2:37][Cl:38].[NH2:14][CH2:15][C:16](=[O:17])[N:18]([CH3:19])[O:20][CH3:21].[Na+:35].[O-:31][C:32]([OH:33])=[O:34].[OH:1][C:2](=[O:3])[c:4]1[cH:5][cH:6][c:7]2[cH:8][cH:9][cH:10][cH:11][c:12]2[cH:13]1>>[C:2](=[O:3])([c:4]1[cH:5][cH:6][c:7]2[cH:8][cH:9][cH:10][cH:11][c:12]2[cH:13]1)[NH:14][CH2:15][C:16](=[O:17])[N:18]([CH3:19])[O:20][CH3:21].